This data is from the Open Reaction Database (ORD), a public repository of structured organic reaction records. The task is: describe an organic reaction: reactants, conditions, products, and yield Starting materials: C(C)(=O)C=1N=C(SC1)N(C([C@H]([C@@H](C)C1=CC=CC=C1)N1C(N[C@@H](C1=O)C1=CC2=C(OCCO2)C=C1)=O)=O)C=1SC=C(N1)C(CC)=O ((2S,3S)-N-(4-Acetyl-thiazol-2-yl)-2-[(R)-4-(2,3-dihydro-benzo[1,4]dioxin-6-yl)-2,5-dioxo-imidazolidin-1-yl]-3-phenyl-N-(4-propionyl-thiazol-2-yl)-butyramide), [BH4-].[Na+] (sodium borohydride), P(=O)(O)([O-])[O-].[K+].[K+] (potassium hydrogen phosphate), CO (methanol), [BH4-].[Na+] (sodium borohydride). Run in [Cl-].[Na+].O (brine). Conditions: temperature 5 celsius, time 30 minute. Yields the product O1CCOC2=C1C=CC(=C2)[C@H]2NC(N(C2=O)[C@H](C(=O)NC=2SC=C(N2)C(CC)O)[C@@H](C)C2=CC=CC=C2)=O ((2S,3S)-2-[(R)-4-(2,3-dihydro-benzo[1,4]dioxin-6-yl)-2,5-dioxo-imidazolidin-1-yl]-N-[4-(1-hydroxy-propyl)-thiazol-2-yl]-3-phenyl-butyramide). Yield: 73.0%. As a reaction SMILES: C(C1N=C([N:9]([C:38]2[S:39][CH:40]=[C:41]([C:43](=[O:46])[CH2:44][CH3:45])[N:42]=2)[C:10](=[O:37])[C@@H:11]([N:20]2[C:24](=[O:25])[C@@H:23]([C:26]3[CH:35]=[CH:34][C:29]4[O:30][CH2:31][CH2:32][O:33][C:28]=4[CH:27]=3)[NH:22][C:21]2=[O:36])[C@H:12]([C:14]2[CH:19]=[CH:18][CH:17]=[CH:16][CH:15]=2)[CH3:13])SC=1)(=O)C.CO.[BH4-].[Na+].P([O-])([O-])(O)=O.[K+].[K+]>[Cl-].[Na+].O>[O:30]1[C:29]2[CH:34]=[CH:35][C:26]([C@@H:23]3[C:24](=[O:25])[N:20]([C@@H:11]([C@H:12]([C:14]4[CH:15]=[CH:16][CH:17]=[CH:18][CH:19]=4)[CH3:13])[C:10]([NH:9][C:38]4[S:39][CH:40]=[C:41]([CH:43]([OH:46])[CH2:44][CH3:45])[N:42]=4)=[O:37])[C:21](=[O:36])[NH:22]3)=[CH:27][C:28]=2[O:33][CH2:32][CH2:31]1 |f:2.3,4.5.6,7.8.9|. Procedure details: (2S,3S)-N-(4-Acetyl-thiazol-2-yl)-2-[(R)-4-(2,3-dihydro-benzo[1,4]dioxin-6-yl)-2,5-dioxo-imidazolidin-1-yl]-3-phenyl-N-(4-propionyl-thiazol-2-yl)-butyramide (from example 5a) (20 mg, 0.037 mmol) was dissolved in warm dry methanol (5 mL). The reaction mixture was then cooled in an ice bath and sodium borohydride (1.56 mg, 0.041 mmol) was added. The reaction was stirred at 5° C. for 30 minutes, additional sodium borohydride (1.56 mg, 0.041 mmol) was added and stirring continued for 1 hour. The cle... Reaction SMILES: [CH3:1][O:2][C:3](/[C:5](/NC(=O)OC(C)(C)C)=[CH:6]/[C:7]1[CH:15]=[C:14]([CH3:16])[C:13]2[C:9](=[CH:10][N:11]([CH2:17][O:18][CH2:19][CH2:20][Si:21]([CH3:24])([CH3:23])[CH3:22])[N:12]=2)[CH:8]=1)=[O:4].FC(F)(F)C(O)=[O:36].C([BH3-])#N.[Na+].O1CCCC1>ClCCl.C(OCC)(=O)C>[CH3:22][Si:21]([CH3:24])([CH3:23])[CH2:20][CH2:19][O:18][CH2:17][N:11]1[CH:10]=[C:9]2[C:13]([C:14]([CH3:16])=[CH:15][C:7]([CH2:6][CH:5]([OH:36])[C:3]([O:2][CH3:1])=[O:4])=[CH:8]2)=[N:12]1 |f:2.3|. Product: C[Si](CCOCN1N=C2C(=CC(=CC2=C1)CC(C(=O)OC)O)C)(C)C (Methyl 3-(2-((2-(trimethylsilyl)ethoxy)methyl)-7-methyl-2H-indazol-5-yl)-2-hydroxypropanoate). Reported procedure: To a solution of tert-butyl (Z)-1-(methoxycarbonyl)-2-(2-((2-(trimethylsilyl)ethoxy)methyl)-7-methyl-2H-indazol-5-yl)vinylcarbamate (200 mg, 0.43 mmol) in dichloromethane (2 mL) at 0° C. was added trifluoroacetic acid (1 mL). The ice bath was removed. After 30 min, the reaction was poured into a separatory funnel containing ethyl acetate and water, neutralized with solid sodium bicarbonate, and the layers were separated. The organic phase was washed with saturated sodium bicarbonate, then brine,... Reactants: COC(=O)/C(=C/C1=CC2=CN(N=C2C(=C1)C)COCC[Si](C)(C)C)/NC(OC(C)(C)C)=O (tert-butyl (Z)-1-(methoxycarbonyl)-2-(2-((2-(trimethylsilyl)ethoxy)methyl)-7-methyl-2H-indazol-5-yl)vinylcarbamate), FC(C(=O)O)(F)F (trifluoroacetic acid), C(#N)[BH3-].[Na+] (sodium cyanoborohydride), O1CCCC1 (tetrahydrofuran). Reaction conditions: time 30 minute. Solvent: ClCCl (dichloromethane), C(C)(=O)OCC (ethyl acetate). The reactants are ClC=1N(N=C2C=CC(=CC12)Cl)C1=CC=C(C=C1)Cl (3,5-dichloro-2-(4-chloro-phenyl)-2H-indazole), ClC=1N(N=C2C=CC=CC12)C1=CC=C(C=C1)Cl (3-chloro-2-(4-chloro-phenyl)-2H-indazole), C(C)OC=1C=C(C=CC1)N (3-ethoxy-phenylamine). Solvent: CN1C(CCC1)=O (N-methyl 2-pyrrolidone). The product is ClC1=CC2=C(N(N=C2C=C1)C1=CC=C(C=C1)Cl)NC1=CC(=CC=C1)OCC ([5-Chloro-2-(4-chloro-phenyl)-2H-indazol-3-yl]-(3-ethoxy-phenyl)-amine). As a reaction SMILES: Cl[C:2]1[N:3]([C:12]2[CH:17]=[CH:16][C:15]([Cl:18])=[CH:14][CH:13]=2)[N:4]=[C:5]2[C:10]=1[CH:9]=[C:8]([Cl:11])[CH:7]=[CH:6]2.ClC1N(C2C=CC(Cl)=CC=2)N=C2C=1C=CC=C2.[CH2:36]([O:38][C:39]1[CH:40]=[C:41]([NH2:45])[CH:42]=[CH:43][CH:44]=1)[CH3:37]>CN1CCCC1=O>[Cl:11][C:8]1[CH:7]=[CH:6][C:5]2[C:10](=[C:2]([NH:45][C:41]3[CH:42]=[CH:43][CH:44]=[C:39]([O:38][CH2:36][CH3:37])[CH:40]=3)[N:3]([C:12]3[CH:17]=[CH:16][C:15]([Cl:18])=[CH:14][CH:13]=3)[N:4]=2)[CH:9]=1. Procedure details: In analogy to the procedure described in example 4.1, a mixture of 3,5-dichloro-2-(4-chloro-phenyl)-2H-indazole and 3-chloro-2-(4-chloro-phenyl)-2H-indazole was reacted with 3-ethoxy-phenylamine ([621-33-0]) in N-methyl 2-pyrrolidone for 4 d at 175° C. in a sealed tube to give the title compound after purification by column chromatography (silica gel, iPrOAc/heptane) as yellow foam. MS: m/e=398.1 [M+H+]. Reaction SMILES: [CH2:1]([CH:8]([S:13]([C:16]1[CH:21]=[CH:20][C:19](Br)=[CH:18][CH:17]=1)(=[O:15])=[O:14])[CH2:9][C:10]([OH:12])=[O:11])[C:2]1[CH:7]=[CH:6][CH:5]=[CH:4][CH:3]=1.CO[C:25]1[CH:32]=[CH:31][C:28]([CH:29]=[CH2:30])=[CH:27][CH:26]=1.CC1C=CC=CC=1P(C1C=CC=CC=1C)C1C=CC=CC=1C>C(Cl)Cl.C([O-])(=O)C.[Pd+2].C([O-])(=O)C>[CH2:1]([CH:8]([S:13]([C:16]1[CH:21]=[CH:20][C:19]([CH:30]=[CH:29][C:28]2[CH:31]=[CH:32][CH:25]=[CH:26][CH:27]=2)=[CH:18][CH:17]=1)(=[O:15])=[O:14])[CH2:9][C:10]([OH:12])=[O:11])[C:2]1[CH:7]=[CH:6][CH:5]=[CH:4][CH:3]=1 |f:4.5.6|. Yields the product C(C1=CC=CC=C1)C(CC(=O)O)S(=O)(=O)C1=CC=C(C=C1)C=CC1=CC=CC=C1 (3-benzyl-3-(4-styrylphenylsulfonyl)-propionic acid). Solvent: C(Cl)Cl (methylene chloride). Procedure details: A mixture of 3-benzyl-3-(4-bromophenylsulfonyl)-propionic acid (250 mg), p-methoxystyrene (0.1 ml), diisopropylethylemine (0.25 ml), palladium acetate (5 mg) and tri(o-methylphenyl)phosphine (16 mg) was stirred overnight at 80° C. The reaction mixture was dissolved in methylene chloride and washed with aqueous citric acid. Solvent was removed from the methylene chloride solution, and the residue chromatographed on silica gel (preparative TLC, eluting with 10% methanol/methylene chloride), to aff... Reactants: C(C1=CC=CC=C1)C(CC(=O)O)S(=O)(=O)C1=CC=C(C=C1)Br (3-benzyl-3-(4-bromophenylsulfonyl)-propionic acid), COC1=CC=C(C=C)C=C1 (p-methoxystyrene), CC1=C(C=CC=C1)P(C1=C(C=CC=C1)C)C1=C(C=CC=C1)C (tri(o-methylphenyl)phosphine). Conditions: temperature 80 celsius, time 8 hour. Reagents/catalysts: C(C)(=O)[O-].[Pd+2].C(C)(=O)[O-] (palladium acetate). The reactants are FC(C=1C=C(C(=O)N2CCC3(C(NCN3C3=CC=CC=C3)=O)CC2)C=C(C1)C(F)(F)F)(F)F (8-(3,5-bis-trifluoromethyl-benzoyl)-1-phenyl-1,3,8-triaza-spiro[4.5]decan-4-one), Cl.ClCCN1CCCC1 (1-(2-chloroethyl)pyrrolidine hydrochloride). Yields the product FC(C=1C=C(C(=O)N2CCC3(C(N(CN3C3=CC=CC=C3)CCN3CCCC3)=O)CC2)C=C(C1)C(F)(F)F)(F)F (8-(3,5-Bis-trifluoromethyl-benzoyl)-1-phenyl-3-(2-pyrrolidin-1-yl-ethyl)-1,3,8-triaza-spiro[4.5]decan-4-one). As a reaction SMILES: [F:1][C:2]([F:33])([F:32])[C:3]1[CH:4]=[C:5]([CH:25]=[C:26]([C:28]([F:31])([F:30])[F:29])[CH:27]=1)[C:6]([N:8]1[CH2:24][CH2:23][C:11]2([N:15]([C:16]3[CH:21]=[CH:20][CH:19]=[CH:18][CH:17]=3)[CH2:14][NH:13][C:12]2=[O:22])[CH2:10][CH2:9]1)=[O:7].Cl.Cl[CH2:36][CH2:37][N:38]1[CH2:42][CH2:41][CH2:40][CH2:39]1>>[F:33][C:2]([F:1])([F:32])[C:3]1[CH:4]=[C:5]([CH:25]=[C:26]([C:28]([F:31])([F:30])[F:29])[CH:27]=1)[C:6]([N:8]1[CH2:9][CH2:10][C:11]2([N:15]([C:16]3[CH:17]=[CH:18][CH:19]=[CH:20][CH:21]=3)[CH2:14][N:13]([CH2:36][CH2:37][N:38]3[CH2:42][CH2:41][CH2:40][CH2:39]3)[C:12]2=[O:22])[CH2:23][CH2:24]1)=[O:7] |f:1.2|. Reported procedure: The title compound, MS: m/e=569.2 (M+H+), was prepared in accordance with the general method of example 4 from 8-(3,5-bis-trifluoromethyl-benzoyl)-1-phenyl-1,3,8-triaza-spiro[4.5]decan-4-one and 1-(2-chloroethyl)pyrrolidine hydrochloride.